Dataset: the Open Reaction Database (ORD), a public repository of structured organic reaction records. Task: describe an organic reaction: reactants, conditions, products, and yield The reactants are N1C(=NC2=C1C=CC=C2)C(=O)C2CCN(CC2)C(=O)OC(C)(C)C ([1H-benzimidazol-2-yl][1-(t-butyloxycarbonyl)-4-piperidinyl]methanone), C(=O)(OC)COCCBr (carbomethoxy methoxy ethylbromide), C([O-])([O-])=O.[K+].[K+] (potassium carbonate), CN(C=O)C (dimethylformamide). Run in O (water). Conditions: temperature 90 celsius. Yields the product C(=O)(OC)COC(C)N1C(=NC2=C1C=CC=C2)C(=O)C2CCN(CC2)C(=O)OC(C)(C)C (1-[(1-Carbomethoxy methoxy ethyl)-1H-benzimidazol-2-yl][1-(t-butyloxycarbonyl)-4-piperidinyl]methanone). As a reaction SMILES: [NH:1]1[C:5]2[CH:6]=[CH:7][CH:8]=[CH:9][C:4]=2[N:3]=[C:2]1[C:10]([CH:12]1[CH2:17][CH2:16][N:15]([C:18]([O:20][C:21]([CH3:24])([CH3:23])[CH3:22])=[O:19])[CH2:14][CH2:13]1)=[O:11].[C:25]([CH2:29][O:30][CH2:31][CH2:32]Br)([O:27][CH3:28])=[O:26].C(=O)([O-])[O-].[K+].[K+].CN(C)C=O>O>[C:25]([CH2:29][O:30][CH:31]([N:1]1[C:5]2[CH:6]=[CH:7][CH:8]=[CH:9][C:4]=2[N:3]=[C:2]1[C:10]([CH:12]1[CH2:13][CH2:14][N:15]([C:18]([O:20][C:21]([CH3:24])([CH3:23])[CH3:22])=[O:19])[CH2:16][CH2:17]1)=[O:11])[CH3:32])([O:27][CH3:28])=[O:26] |f:2.3.4|. Procedure details: Mix [1H-benzimidazol-2-yl][1-(t-butyloxycarbonyl)-4-piperidinyl]methanone (4.25 g, 12.91 mmol), carbomethoxy methoxy ethylbromide (3.01 g, 15.3 mmol), potassium carbonate (5.29 g, 38.25 mmol) and dimethylformamide (100 mL). Stir and heat and at 90° C. overnight. Allow to cool to room temperature, dilute with water and extract with ethyl acetate (2×). Wash the combined organic phases with water (3×), then brine and dry (MgSO4). Evaporate the solvent in vacuo to give and purify by chromatography t... Yields the product ClC=1C=C(C=CC1Cl)C(CCCC#CC1=CC(=C(C=C1)N1N=C(N=C1)C)OC)=O (1-(3,4-dichlorophenyl)-6-[3-methoxy-4-(3-methyl-1H-1,2,4-triazol-1-yl)phenyl]hex-5-yn-1-one). Run in CS(=O)C (DMSO), C(C)#N (acetonitrile). Procedure details: Dess-Martin reagent (248 mg) was added to a mixture of 1-(3,4-dichlorophenyl)-6-[3-methoxy-4-(3-methyl-1H-1,2,4-triazol-1-yl)phenyl]hex-5-yn-1-ol (210 mg), acetonitrile (2.1 mL) and DMSO (200 μL) under ice-cooling, and the mixture was stirred at room temperature for 1 hr. Saturated aqueous sodium hydrogen carbonate solution and saturated aqueous sodium thiosulfate solution were added, and the mixture was extracted with ethyl acetate. The extract was washed with saturated brine, and dried over an... Conditions: time 1 hour. As a reaction SMILES: CC(OI1(OC(C)=O)(OC(C)=O)OC(=O)C2C=CC=CC1=2)=O.[Cl:23][C:24]1[CH:25]=[C:26]([CH:31]([OH:51])[CH2:32][CH2:33][CH2:34][C:35]#[C:36][C:37]2[CH:42]=[CH:41][C:40]([N:43]3[CH:47]=[N:46][C:45]([CH3:48])=[N:44]3)=[C:39]([O:49][CH3:50])[CH:38]=2)[CH:27]=[CH:28][C:29]=1[Cl:30].C(=O)([O-])O.[Na+].S([O-])([O-])(=O)=S.[Na+].[Na+]>CS(C)=O.C(#N)C>[Cl:23][C:24]1[CH:25]=[C:26]([C:31](=[O:51])[CH2:32][CH2:33][CH2:34][C:35]#[C:36][C:37]2[CH:42]=[CH:41][C:40]([N:43]3[CH:47]=[N:46][C:45]([CH3:48])=[N:44]3)=[C:39]([O:49][CH3:50])[CH:38]=2)[CH:27]=[CH:28][C:29]=1[Cl:30] |f:2.3,4.5.6|. Starting materials: CC(=O)OI1(C=2C=CC=CC2C(=O)O1)(OC(=O)C)OC(=O)C (Dess-Martin reagent), ClC=1C=C(C=CC1Cl)C(CCCC#CC1=CC(=C(C=C1)N1N=C(N=C1)C)OC)O (1-(3,4-dichlorophenyl)-6-[3-methoxy-4-(3-methyl-1H-1,2,4-triazol-1-yl)phenyl]hex-5-yn-1-ol), C(O)([O-])=O.[Na+] (sodium hydrogen carbonate), S(=S)(=O)([O-])[O-].[Na+].[Na+] (sodium thiosulfate). Isolated yield 94.7%. The reactants are C(C)(C)(C)OC(=O)N(C1=C(SC(=C1C#N)SC)C(=O)OCC)C(=O)OC(C)(C)C (ethyl 3-bis(t-butoxycarbonyl)amino-4-cyano-5-(methylthio)thiophene-2-carboxylate), [OH-].[Na+] (sodium hydroxide). Run in O1CCCC1 (tetrahydrofuran). Conditions: temperature 50 celsius. Product: C(#N)C=1C(=C(SC1SC)C(=O)O)NC(=O)OC(C)(C)C (4-cyano-5-methylthio-3-(t-butoxycarbonylamino)thiophene -2-carboxylic acid). The yield is 101.9%. Reaction SMILES: [C:1]([O:5][C:6]([N:8](C(OC(C)(C)C)=O)[C:9]1[C:13]([C:14]#[N:15])=[C:12]([S:16][CH3:17])[S:11][C:10]=1[C:18]([O:20]CC)=[O:19])=[O:7])([CH3:4])([CH3:3])[CH3:2].[OH-].[Na+]>O1CCCC1>[C:14]([C:13]1[C:9]([NH:8][C:6]([O:5][C:1]([CH3:4])([CH3:3])[CH3:2])=[O:7])=[C:10]([C:18]([OH:20])=[O:19])[S:11][C:12]=1[S:16][CH3:17])#[N:15] |f:1.2|. Procedure: A mixture of ethyl 3-bis(t-butoxycarbonyl)amino-4-cyano-5-(methylthio)thiophene-2-carboxylate (10 g, 22 mmol), tetrahydrofuran (250 ml) and 4N sodium hydroxide (25 ml) was heated at 50° C. for 16 hours. The mixture was evaporated, and water (50 ml) was added followed by acidification with acetic acid (pH=4) at 0° C. The precipitate was filtered off and dried to afford 7.05 g (99%) of 4-cyano-5-methylthio-3-(t-butoxycarbonylamino)thiophene -2-carboxylic acid. 1H-NMR (DMSO-D6, δ): 1.45 (s, 9H), 2.... Starting materials: Cl (hydrochloric acid), COC(CN1C(=C(C2=CC(=CC=C12)F)CC1=C(C=CC=C1)S(=O)(=O)C1=CC=CC=C1)C)=O ([3-(2-benzenesulfonylbenzyl)-5-fluoro-2-methylindol-1-yl]acetic acid methyl ester), O1CCCC1 (tetrahydrofuran), [OH-].[Na+] (sodium hydroxide). Run in CO (methanol). Reaction conditions: time 2 hour. Yields the product C1(=CC=CC=C1)S(=O)(=O)C1=C(CC2=C(N(C3=CC=C(C=C23)F)CC(=O)O)C)C=CC=C1 ([3-(2-benzenesulfonylbenzyl)-5-fluoro-2-methylindol-1-yl]acetic acid). The yield is 78.9%. RXN SMILES: C[O:2][C:3](=[O:32])[CH2:4][N:5]1[C:13]2[C:8](=[CH:9][C:10]([F:14])=[CH:11][CH:12]=2)[C:7]([CH2:15][C:16]2[CH:21]=[CH:20][CH:19]=[CH:18][C:17]=2[S:22]([C:25]2[CH:30]=[CH:29][CH:28]=[CH:27][CH:26]=2)(=[O:24])=[O:23])=[C:6]1[CH3:31].O1CCCC1.[OH-].[Na+].Cl>CO>[C:25]1([S:22]([C:17]2[CH:18]=[CH:19][CH:20]=[CH:21][C:16]=2[CH2:15][C:7]2[C:8]3[C:13](=[CH:12][CH:11]=[C:10]([F:14])[CH:9]=3)[N:5]([CH2:4][C:3]([OH:32])=[O:2])[C:6]=2[CH3:31])(=[O:24])=[O:23])[CH:26]=[CH:27][CH:28]=[CH:29][CH:30]=1 |f:2.3|. Procedure: A mixture of [3-(2-benzenesulfonylbenzyl)-5-fluoro-2-methylindol-1-yl]acetic acid methyl ester (0.17 g), tetrahydrofuran (3.0 mL) and methanol (1.5 mL) was treated with 1.0 M aqueous sodium hydroxide solution (1.5 mL), and the resulting mixture was stirred at room temperature for 2 hours. The mixture was acidified by the addition of 1.0 M aqueous hydrochloric acid solution (1.5 mL) and concentrated under reduced pressure. The residue was dissolved in ethyl acetate, dried over magnesium sulfate a... Reactants: C(C1=CC=CC=C1)SC1=CC=C(C=C1)\C=C\[N+](=O)[O-] (1-benzylsulfanyl-4-((E)-2-nitro-vinyl)-benzene), CS(=O)C (dimethyl sulfoxide), [BH4-].[Na+] (sodium borohydride), ice water, O (water). Solvent: C(C)(=O)O (acetic acid). Run at time 30 minute. Yields the product C(C1=CC=CC=C1)SC1=CC=C(C=C1)CC[N+](=O)[O-] (1-Benzylsulfanyl-4-(2-nitro-ethyl)-benzene). Yield: 97.8%. As a reaction SMILES: [CH2:1]([S:8][C:9]1[CH:14]=[CH:13][C:12](/[CH:15]=[CH:16]/[N+:17]([O-:19])=[O:18])=[CH:11][CH:10]=1)[C:2]1[CH:7]=[CH:6][CH:5]=[CH:4][CH:3]=1.CS(C)=O.[BH4-].[Na+].O>C(O)(=O)C>[CH2:1]([S:8][C:9]1[CH:14]=[CH:13][C:12]([CH2:15][CH2:16][N+:17]([O-:19])=[O:18])=[CH:11][CH:10]=1)[C:2]1[CH:7]=[CH:6][CH:5]=[CH:4][CH:3]=1 |f:2.3|. Procedure details: To a solution of 1-benzylsulfanyl-4-((E)-2-nitro-vinyl)-benzene (950 mg, 3.5 mmol) described in Manufacturing Example 205-1-3 in acetic acid (0.6 mL) and dimethyl sulfoxide (10 mL) was added sodium borohydride (212 mg, 5.6 mmol) while the internal temperature was held at 30° C. or lower, which was stirred for 30 minutes at room temperature. The mixture was cooled with ice water, water was added, which was stirred for another 30 minutes. This mixture was partitioned into ethyl acetate and water. ... Starting materials: CC(=O)OCc1nc(=O)c2sc(N3CCOCC3)nc2n1Cc1cccc(C(F)(F)F)c1C, CO, Cl, [Na+], [OH-]. Product: Cc1c(Cn2c(CO)nc(=O)c3sc(N4CCOCC4)nc32)cccc1C(F)(F)F. RXN SMILES: [C:3](=[O:4])([CH3:5])[O:6][CH2:7][c:8]1[n:9][c:10](=[O:35])[c:11]2[c:12]([n:13]1[CH2:14][c:15]1[c:16]([CH3:25])[c:17]([C:21]([F:22])([F:23])[F:24])[cH:18][cH:19][cH:20]1)[n:26][c:27]([N:29]1[CH2:30][CH2:31][O:32][CH2:33][CH2:34]1)[s:28]2.[CH3:37][OH:38].[ClH:36].[Na+:2].[OH-:1]>>[OH:6][CH2:7][c:8]1[n:9][c:10](=[O:35])[c:11]2[c:12]([n:13]1[CH2:14][c:15]1[c:16]([CH3:25])[c:17]([C:21]([F:22])([F:23])[F:24])[cH:18][cH:19][cH:20]1)[n:26][c:27]([N:29]1[CH2:30][CH2:31][O:32][CH2:33][CH2:34]1)[s:28]2. Reactants: CCCCN, CS(=O)(=O)Cl, ClC(Cl)Cl, ClCCl. The product is CCCCNS(C)(=O)=O. RXN SMILES: [CH2:6]([CH2:7][CH2:8][CH3:9])[NH2:10].[CH3:1][S:2]([Cl:3])(=[O:4])=[O:5].[CH:14]([Cl:15])([Cl:16])[Cl:17].[Cl:11][CH2:12][Cl:13]>>[CH3:1][S:2](=[O:4])(=[O:5])[NH:10][CH2:6][CH2:7][CH2:8][CH3:9]. Reactants: C12C(CC(C=C1)C2)NC(=S)NN (N1-bicyclo[2.2.1]hept-5-en-2-ylhydrazine-1-carbothioamide), OC1=CC=C(C=O)C=C1 (4-hydroxybenzaldehyde). The product is C12C(CC(C=C1)C2)NC(NN=CC2=CC=C(C=C2)O)=S (4-(Bicyclo[2.2.1]hept-5-en-2-yl)-1-(4-hydroxybenzylidene)thiosemicarbazide), solid. Isolated yield 29.0%. Reaction SMILES: [CH:1]12[CH2:7][CH:4]([CH:5]=[CH:6]1)[CH2:3][CH:2]2[NH:8][C:9]([NH:11][NH2:12])=[S:10].[OH:13][C:14]1[CH:21]=[CH:20][C:17]([CH:18]=O)=[CH:16][CH:15]=1>>[CH:1]12[CH2:7][CH:4]([CH:5]=[CH:6]1)[CH2:3][CH:2]2[NH:8][C:9](=[S:10])[NH:11][N:12]=[CH:18][C:17]1[CH:20]=[CH:21][C:14]([OH:13])=[CH:15][CH:16]=1. Reported procedure: The title compound was prepared from a mixture of N1-bicyclo[2.2.1]hept-5-en-2-ylhydrazine-1-carbothioamide (100 mg, 0.56 mmol) and 4-hydroxybenzaldehyde (68 mg, 0.56 mmol) similar to Example 3 and isolated as a yellow solid (47 mg, 29%). 1H NMR (CDCl3): 9.00 (s, 1H), 7.68 (s, 1H), 7.52 (d, J=8.7 Hz, 2H), 7.43 (d, J=6.9 Hz, 1H), 6.88 (d, J=8.7 Hz, 2H), 6.23-6.14 (m, 2H), 4.30-4.26 (m, 1H), 3.05 (s, 1H), 2.96 (s, 1H), 1.94-1.86 (m, 1H), 1.66 (d, J=9.0 Hz, 1H), 1.51 (d, J=9.0 Hz, 1H), 1.45-1.38 (m...